Dataset: the Open Reaction Database (ORD), a public repository of structured organic reaction records. Task: describe an organic reaction: reactants, conditions, products, and yield The reactants are CNCCNC (N,N′-dimethylethylenediamine), IC1=CC=C(C(=O)OCC)C=C1 (ethyl 4-iodobenzoate), C(C)(C)[C@H]1NC(OC1)=O ((R)-4-isopropyloxazolidin-2-one), C([O-])([O-])=O.[K+].[K+] (potassium carbonate). The reagents and catalysts are [Cu]I (copper (I) iodide). Run in C1(=CC=CC=C1)C (toluene), O (water). Reaction conditions: time 8 hour. Yields the product C(C)(C)[C@H]1N(C(OC1)=O)C1=CC=C(C(=O)O)C=C1 ((R)-4-(4-isopropyl-2-oxooxazolidin-3-yl)benzoic acid). Reaction SMILES: I[C:2]1[CH:12]=[CH:11][C:5]([C:6]([O:8]CC)=[O:7])=[CH:4][CH:3]=1.[CH:13]([C@@H:16]1[CH2:20][O:19][C:18](=[O:21])[NH:17]1)([CH3:15])[CH3:14].C(=O)([O-])[O-].[K+].[K+].CNCCNC>[Cu]I.O.C1(C)C=CC=CC=1>[CH:13]([C@@H:16]1[CH2:20][O:19][C:18](=[O:21])[N:17]1[C:2]1[CH:3]=[CH:4][C:5]([C:6]([OH:8])=[O:7])=[CH:11][CH:12]=1)([CH3:15])[CH3:14] |f:2.3.4|. Reported procedure: To a mixture of ethyl 4-iodobenzoate (5.8 mL), (R)-4-isopropyloxazolidin-2-one (5 g), potassium carbonate (15 g) and copper (I) iodide (1.3 g) were added toluene (35 mL) and N,N′-dimethylethylenediamine (1.5 mL), and the mixture was refluxed for 8 hr. After cooling, water was added to the reaction mixture, and the mixture was extracted with ethyl acetate. The organic layer was washed with saturated brine, and the solvent was evaporated. The residue was dissolved in methanol (35 mL) and 1,4-dioxa... The reactants are NC1=C(C=CC(=C1)F)SCC1=CC=C(C(=O)OC)C=C1 (methyl 4-(((2-amino-4-fluorophenyl)thio)methyl)benzoate), O1C(=CC2=C1C=CC=C2)S(=O)(=O)Cl (benzofuran-2-sulfonyl chloride). Run in N1=CC=CC=C1 (pyridine). Yields the product O1C(=CC2=C1C=CC=C2)S(=O)(=O)NC2=C(C=CC(=C2)F)SCC2=CC=C(C(=O)OC)C=C2 (methyl 4-[({2-[(1-benzofuran-2-ylsulfonyl)amino]-4-fluorophenyl}sulfanyl)methyl]benzoate). The yield is 65.9%. Reaction SMILES: [NH2:1][C:2]1[CH:7]=[C:6]([F:8])[CH:5]=[CH:4][C:3]=1[S:9][CH2:10][C:11]1[CH:20]=[CH:19][C:14]([C:15]([O:17][CH3:18])=[O:16])=[CH:13][CH:12]=1.[O:21]1[C:25]2[CH:26]=[CH:27][CH:28]=[CH:29][C:24]=2[CH:23]=[C:22]1[S:30](Cl)(=[O:32])=[O:31]>N1C=CC=CC=1>[O:21]1[C:25]2[CH:26]=[CH:27][CH:28]=[CH:29][C:24]=2[CH:23]=[C:22]1[S:30]([NH:1][C:2]1[CH:7]=[C:6]([F:8])[CH:5]=[CH:4][C:3]=1[S:9][CH2:10][C:11]1[CH:20]=[CH:19][C:14]([C:15]([O:17][CH3:18])=[O:16])=[CH:13][CH:12]=1)(=[O:32])=[O:31]. Procedure details: Following General Procedure B, the title compound (929 mg, 66%) was prepared from methyl 4-(((2-amino-4-fluorophenyl)thio)methyl)benzoate (873 g, 2.99 mmol) and benzofuran-2-sulfonyl chloride (646 mg, 2.99 mmol) in pyridine (5 ml).